This data is from the Open Reaction Database (ORD), a public repository of structured organic reaction records. The task is: describe an organic reaction: reactants, conditions, products, and yield Reactants: C(C)(C)(C)OC(=O)N1[C@H](CCC1)COC1=CC=C(C=C1)C(C1=CC=CC=C1)=O ((R)-2-(4-Benzoyl-phenoxymethyl)-pyrrolidine-1-carboxylic acid tert-butyl ester), Cl (HCl). The solvent is O1CCOCC1 (dioxane). Run at time 3 hour. Yields the product C1(=CC=CC=C1)C(=O)C1=CC=C(C=C1)OC[C@@H]1NCCC1 (Phenyl-[4-((R)-1-pyrrolidin-2-ylmethoxy)-phenyl]-methanone). The yield is 99.1%. As a reaction SMILES: C(OC([N:8]1[CH2:12][CH2:11][CH2:10][C@@H:9]1[CH2:13][O:14][C:15]1[CH:20]=[CH:19][C:18]([C:21](=[O:28])[C:22]2[CH:27]=[CH:26][CH:25]=[CH:24][CH:23]=2)=[CH:17][CH:16]=1)=O)(C)(C)C.Cl>O1CCOCC1>[C:22]1([C:21]([C:18]2[CH:19]=[CH:20][C:15]([O:14][CH2:13][C@H:9]3[CH2:10][CH2:11][CH2:12][NH:8]3)=[CH:16][CH:17]=2)=[O:28])[CH:23]=[CH:24][CH:25]=[CH:26][CH:27]=1. Procedure: To the product from step 1 (70 mg, 0.183 mmol) was added 4M HCl in dioxane (6 mL) and the resulting mixture was stirred at rt for 3 h. The solvent was removed in vacuo to obtain the product as a brown solid, (51 mg, 99%): MS, m/z 282 (M+H): LCMS (UV) 99%: HPLC 98.3%; 1H NMR (400 MHz, DMSO-d6) δ 1.72-1.81 (m, 1H), 1.89-2.00 (m, 2H), 2.02-2.19 (m, 1H), 3.19-3.26 (m, 2H), 3.91-3.98 (m, 1H), 4.25-4.30 (dd, 1H J1=8.4 Hz, J2=10.8 Hz), 4.36-4.40 (dd, 1H J1=3.6 Hz, J2=10.8 Hz), 7.15 (d, 2H, J=9.2 Hz), 7... Reactants: O=C1C2=C(C=CC3=C1C=CC(=C3)C(C=O)C)C=CC=C2 (2-(5-oxo-5H-dibenzo[a,d]cyclohepten-2-yl)propanal), Cl (hydrochloric acid), Cl.NO (hydroxylamine hydrochloride), [OH-].[Na+] (sodium hydroxide). Solvent: O (water), C(C)O (ethanol). Yields the product O=C1C2=C(C=CC3=C1C=CC(=C3)C(C=NO)C)C=CC=C2 (2-(5-oxo-5H-dibenzo[a,d]cyclohepten-2-yl)propanal oxime). RXN SMILES: [O:1]=[C:2]1[C:8]2[CH:9]=[CH:10][C:11]([CH:13]([CH3:16])[CH:14]=O)=[CH:12][C:7]=2[CH:6]=[CH:5][C:4]2[CH:17]=[CH:18][CH:19]=[CH:20][C:3]1=2.Cl.[NH2:22][OH:23].[OH-].[Na+].Cl>O.C(O)C>[O:1]=[C:2]1[C:8]2[CH:9]=[CH:10][C:11]([CH:13]([CH3:16])[CH:14]=[N:22][OH:23])=[CH:12][C:7]=2[CH:6]=[CH:5][C:4]2[CH:17]=[CH:18][CH:19]=[CH:20][C:3]1=2 |f:1.2,3.4|. Procedure: To a solution of 0.288 g. of 2-(5-oxo-5H-dibenzo[a,d]cyclohepten-2-yl)propanal in 4 ml. of ethanol is added a solution of 0.12 g. of hydroxylamine hydrochloride and 0.11 g. of sodium hydroxide in 0.4 ml. of water. The mixture is refluxed briefly, then acidified with dilute hydrochloric acid and extracted with ethyl acetate. The extract is washed, dried and evaporated to yield a crude product which is chromatographed on silica gel, eluting with chloroform:methanol (19:1) to afford 2-(5-oxo-5H-dib...